From a dataset of the Open Reaction Database (ORD), a public repository of structured organic reaction records. describe an organic reaction: reactants, conditions, products, and yield Reactants: NC1=NC(=NC(=N1)C)C=1C(=NC=C(C1)OC)NC=1C=C(C(=NC1)Cl)NC(OC(C)(C)C)=O (tert-butyl 5-(3-(4-amino-6-methyl-1,3,5-triazin-2-yl)-5-methoxypyridin-2-ylamino)-2-chloropyridin-3-ylcarbamate), FC(C(=O)O)(F)F (trifluoroacetic acid), C(=O)(O)[O-].[Na+] (NaHCO3). The solvent is C(Cl)Cl (DCM). Conditions: time 1 hour. The product is NC1=NC(=NC(=N1)C)C=1C(=NC=C(C1)OC)NC=1C=C(C(=NC1)Cl)N (N5-(3-(4-Amino-6-Methyl-1,3,5-Triazin-2-yl)-5-Methoxypyridin-2-yl)-2-Chloropyridine-3,5-Diamine). Isolated yield 82.2%. Reaction SMILES: [NH2:1][C:2]1[N:7]=[C:6]([CH3:8])[N:5]=[C:4]([C:9]2[C:10]([NH:17][C:18]3[CH:19]=[C:20]([NH:25]C(=O)OC(C)(C)C)[C:21]([Cl:24])=[N:22][CH:23]=3)=[N:11][CH:12]=[C:13]([O:15][CH3:16])[CH:14]=2)[N:3]=1.FC(F)(F)C(O)=O.C([O-])(O)=O.[Na+]>C(Cl)Cl>[NH2:1][C:2]1[N:7]=[C:6]([CH3:8])[N:5]=[C:4]([C:9]2[C:10]([NH:17][C:18]3[CH:19]=[C:20]([NH2:25])[C:21]([Cl:24])=[N:22][CH:23]=3)=[N:11][CH:12]=[C:13]([O:15][CH3:16])[CH:14]=2)[N:3]=1 |f:2.3|. Procedure: To a 20 mL scintillation vial which contained tert-butyl 5-(3-(4-amino-6-methyl-1,3,5-triazin-2-yl)-5-methoxypyridin-2-ylamino)-2-chloropyridin-3-ylcarbamate (0.210 g, 0.458 mmol) in DCM (5 mL) was added trifluoroacetic acid (Aldrich) (0.170 mL, 2.288 mmol). The resulting mixture was capped and stirred at rt in closed system for 1 h. The reaction mixture was first neutralized with sat. NaHCO3 then extracted with CHCl3 (3×10 mL). The combined organic layers were dried over MgSO4 and concentrated.... Reactants: CC(=O)O, N#Cc1cc2c(C=Cc3cccc(F)c3)n[nH]c2cc1F, O, O=S(=O)(O)O. The product is NC(=O)c1cc2c(C=Cc3cccc(F)c3)n[nH]c2cc1F. Reaction SMILES: [CH3:27][C:28](=[O:29])[OH:30].[F:1][c:2]1[c:3]([C:20]#[N:21])[cH:4][c:5]2[c:6]([CH:11]=[CH:12][c:13]3[cH:14][c:15]([F:19])[cH:16][cH:17][cH:18]3)[n:7][nH:8][c:9]2[cH:10]1.[OH2:31].[S:22]([OH:23])(=[O:24])(=[O:25])[OH:26]>>[F:1][c:2]1[c:3]([C:20]([NH2:21])=[O:23])[cH:4][c:5]2[c:6]([CH:11]=[CH:12][c:13]3[cH:14][c:15]([F:19])[cH:16][cH:17][cH:18]3)[n:7][nH:8][c:9]2[cH:10]1. The reactants are CCCCO, CC(C)(C)[O-], Clc1c(C2=NCCN2)sc2ccccc12, [K+]. Product: CCCCOc1c(C2=NCCN2)sc2ccccc12. RXN SMILES: [CH2:22]([CH2:23][CH2:24][CH3:25])[OH:26].[CH3:16][C:17]([CH3:18])([O-:19])[CH3:20].[Cl:1][c:2]1[c:3]2[c:4]([s:5][c:6]1[C:7]1=[N:11][CH2:10][CH2:9][NH:8]1)[cH:12][cH:13][cH:14][cH:15]2.[K+:21]>>[c:2]1([O:26][CH2:22][CH2:23][CH2:24][CH3:25])[c:3]2[c:4]([s:5][c:6]1[C:7]1=[N:11][CH2:10][CH2:9][NH:8]1)[cH:12][cH:13][cH:14][cH:15]2. Reactants: CCCCC(C(=O)OC)n1c(=O)c2cc(OC)ccc2n(Cc2cn(C)c3cccc(C)c23)c1=O, C1COCCO1, O. The product is CCCCC(C(=O)O)n1c(=O)c2cc(OC)ccc2n(Cc2cn(C)c3cccc(C)c23)c1=O. RXN SMILES: [CH3:1][O:2][C:3]([CH:4]([CH2:5][CH2:6][CH2:7][CH3:8])[n:9]1[c:10](=[O:34])[n:11]([CH2:22][c:23]2[cH:24][n:25]([CH3:33])[c:26]3[cH:27][cH:28][cH:29][c:30]([CH3:32])[c:31]23)[c:12]2[cH:13][cH:14][c:15]([O:20][CH3:21])[cH:16][c:17]2[c:18]1=[O:19])=[O:35].[O:36]1[CH2:37][CH2:38][O:39][CH2:40][CH2:41]1.[OH2:42]>>[O:2]=[C:3]([CH:4]([CH2:5][CH2:6][CH2:7][CH3:8])[n:9]1[c:10](=[O:34])[n:11]([CH2:22][c:23]2[cH:24][n:25]([CH3:33])[c:26]3[cH:27][cH:28][cH:29][c:30]([CH3:32])[c:31]23)[c:12]2[cH:13][cH:14][c:15]([O:20][CH3:21])[cH:16][c:17]2[c:18]1=[O:19])[OH:35]. The reactants are O=C([O-])O, COc1cc2c(-c3cc4c(CO)ccnc4n3S(=O)(=O)c3ccc(C)cc3)cn(C)c2cc1OC, ClCCl, [Na+], CN(C)C=O, O=S(Cl)Cl. Product: COc1cc2c(-c3cc4c(CCl)ccnc4n3S(=O)(=O)c3ccc(C)cc3)cn(C)c2cc1OC. As a reaction SMILES: [C:45](=[O:46])([O-:47])[OH:48].[CH3:10][O:11][c:12]1[cH:13][c:14]2[c:15](-[c:24]3[cH:25][c:26]4[c:27]([n:28][cH:29][cH:30][c:31]4[CH2:32][OH:33])[n:34]3[S:35](=[O:36])(=[O:37])[c:38]3[cH:39][cH:40][c:41]([CH3:44])[cH:42][cH:43]3)[cH:16][n:17]([CH3:23])[c:18]2[cH:19][c:20]1[O:21][CH3:22].[Cl:50][CH2:51][Cl:52].[Na+:49].[O:5]=[CH:6][N:7]([CH3:8])[CH3:9].[S:1]([Cl:2])([Cl:3])=[O:4]>>[Cl:3][CH2:32][c:31]1[c:26]2[cH:25][c:24](-[c:15]3[c:14]4[cH:13][c:12]([O:11][CH3:10])[c:20]([O:21][CH3:22])[cH:19][c:18]4[n:17]([CH3:23])[cH:16]3)[n:34]([S:35](=[O:36])(=[O:37])[c:38]3[cH:39][cH:40][c:41]([CH3:44])[cH:42][cH:43]3)[c:27]2[n:28][cH:29][cH:30]1. Reactants: NOCCO (2-(Aminooxy)ethanol), FC1=C(NC=2C(=CN(C(C2)=O)C)C(=O)O)C=CC(=C1)C (4-(2-fluoro-4-methylanilino)-1-methyl-6-oxo-1,6-dihydro-3-pyridinecarboxylic acid), C[N+]1(CCOCC1)C2=NC(=NC(=N2)OC)OC.[Cl-] (DMT-MM). Solvent: CO (MeOH). Product: FC1=C(NC=2C(=CN(C(C2)=O)C)C(=O)NOCCO)C=CC(=C1)C (4-(2-fluoro-4-methylanilino)-N-(2-hydroxyethoxy)-1-methyl-6-oxo-1,6-dihydro-3-pyridinecarboxamide). Isolated yield 61.0%. As a reaction SMILES: [NH2:1][O:2][CH2:3][CH2:4][OH:5].[F:6][C:7]1[CH:24]=[C:23]([CH3:25])[CH:22]=[CH:21][C:8]=1[NH:9][C:10]1[C:11]([C:18](O)=[O:19])=[CH:12][N:13]([CH3:17])[C:14](=[O:16])[CH:15]=1.C[N+]1(C2N=C(OC)N=C(OC)N=2)CCOCC1.[Cl-]>CO>[F:6][C:7]1[CH:24]=[C:23]([CH3:25])[CH:22]=[CH:21][C:8]=1[NH:9][C:10]1[C:11]([C:18]([NH:1][O:2][CH2:3][CH2:4][OH:5])=[O:19])=[CH:12][N:13]([CH3:17])[C:14](=[O:16])[CH:15]=1 |f:2.3|. Procedure: 2-(Aminooxy)ethanol, 4-(2-fluoro-4-methylanilino)-1-methyl-6-oxo-1,6-dihydro-3-pyridinecarboxylic acid and DMT-MM were reacted in MeOH as outlined in example 33, step D. Further purification by flash chromatography on silica gel (EtOAc followed by 10% MeOH/CH2Cl2) gave 4-(2-fluoro-4-methylanilino)-N-(2-hydroxyethoxy)-1-methyl-6-oxo-1,6-dihydro-3-pyridinecarboxamide (61%) as a cream solid; m.p. (EtOAc/Hexane) 110-115° C. 1H NMR [400 MHz, (CD3)2SO] δ 11.62 (br s, 1H), 9.21 (br s, 1H), 8.11 (s, 1H)... Reaction conditions: temperature 40 celsius. Reactants: C(C=C)OC(=O)C=1C=C2C=CC=NC2=C(C1)[N+](=O)[O-] (6-allyloxycarbonyl-8-nitroquinoline), Cl[Sn]Cl (SnCl2). The yield is 96.2%. Yields the product NC=1C=C(C=C2C=CC=NC12)C(=O)OCC=C (8-amino-6-allyloxycarbonylquinoline). Run in CO (methanol). Reaction SMILES: [CH2:1]([O:4][C:5]([C:7]1[CH:8]=[C:9]2[C:14](=[C:15]([N+:17]([O-])=O)[CH:16]=1)[N:13]=[CH:12][CH:11]=[CH:10]2)=[O:6])[CH:2]=[CH2:3].Cl[Sn]Cl>CO>[NH2:17][C:15]1[CH:16]=[C:7]([C:5]([O:4][CH2:1][CH:2]=[CH2:3])=[O:6])[CH:8]=[C:9]2[C:14]=1[N:13]=[CH:12][CH:11]=[CH:10]2. Procedure: To a solution of 6-allyloxycarbonyl-8-nitroquinoline (4 g; 15.5 mM) in methanol (80 ml) was added SnCl2. (17.8 g-77.5 mM). The mixture was heated at 40° C. for 1 hour. After evaporation of the solvent, the residue was partitioned between an aqueous solution of NaHCO3 (10%) and ethyl acetate. The organic phase was concentrated and purified by subjecting to flash chromatography, eluting with ethylacetate/petroleum ether (30/70) to give 8-amino-6-allyloxycarbonylquinoline (3.4 g; 96%). Reaction SMILES: [CH2:1]([S:8][CH2:9][C@@H:10]([C:12]([OH:14])=O)[NH2:11])[C:2]1[CH:7]=[CH:6][CH:5]=[CH:4][CH:3]=1.[OH-].[Na+].[CH2:17]([N:24]=[C:25]=[S:26])[C:18]1[CH:23]=[CH:22][CH:21]=[CH:20][CH:19]=1>C(O)(C)C>[C:18]1([CH2:17][N:24]2[C:12](=[O:14])[CH:10]([CH2:9][S:8][CH2:1][C:2]3[CH:3]=[CH:4][CH:5]=[CH:6][CH:7]=3)[NH:11][C:25]2=[S:26])[CH:23]=[CH:22][CH:21]=[CH:20][CH:19]=1 |f:1.2|. Product: C1(=CC=CC=C1)CN1C(NC(C1=O)CSCC1=CC=CC=C1)=S (3-(phenylmethyl)-5-[[(phenylmethyl)thio]methyl]-2-thioxo-4-imidazolidinone). Yield: 8.9%. Reported procedure: When 2 g of S-benzylcysteine (0.0095 mole), 0.41 g of sodium hydroxide (0.0104 mole) and 1.55 g of benzylisothiocyanate (0.0104 mole) was treated according to the procedure for the preparation of the compound of Example 2, 0.289 g of pure title compound was obtained by crystallization from isopropyl alcohol: 1H NNR was consistent with the assigned structure for the thiohydantoin. Starting materials: C(C1=CC=CC=C1)SC[C@H](N)C(=O)O (S-benzylcysteine), [OH-].[Na+] (sodium hydroxide), C(C1=CC=CC=C1)N=C=S (benzylisothiocyanate), compound. Solvent: C(C)(C)O (isopropyl alcohol). The reactants are [OH-].[Na+] (NaOH), ClC1=C(OCC(=O)OCC)C=CC(=C1)C=1C=NC=CC1 (ethyl (2-chloro-4-pyridin-3-yl-phenoxy)-acetate), Cl (HCl), CCO (EtOH). Solvent: O (water). Product: ClC1=C(OCC(=O)O)C=CC(=C1)C=1C=NC=CC1 ((2-chloro-4-pyridin-3-yl-phenoxy)-acetic acid). RXN SMILES: [OH-].[Na+].[Cl:3][C:4]1[CH:16]=[C:15]([C:17]2[CH:18]=[N:19][CH:20]=[CH:21][CH:22]=2)[CH:14]=[CH:13][C:5]=1[O:6][CH2:7][C:8]([O:10]CC)=[O:9].CCO.Cl>O>[Cl:3][C:4]1[CH:16]=[C:15]([C:17]2[CH:18]=[N:19][CH:20]=[CH:21][CH:22]=2)[CH:14]=[CH:13][C:5]=1[O:6][CH2:7][C:8]([OH:10])=[O:9] |f:0.1|. Procedure: 250 mg (6.250 mmol) NaOH in 10 mL water was added to a solution of 0.400 g (1.371 mmol) ethyl (2-chloro-4-pyridin-3-yl-phenoxy)-acetate in 40 mL abs. EtOH and the mixture was stirred for 1 h at RT. The reaction mixture was acidified with aqueous HCl (1 M) to pH 7.5, the precipitate was filtered off and washed with water.